This data is from the Open Reaction Database (ORD), a public repository of structured organic reaction records. The task is: describe an organic reaction: reactants, conditions, products, and yield The reactants are CCN1CCN(CC#CC(=O)O)CC1, CN1CCOCC1, CC(C)COC(=O)Cl, N#Cc1cnc2ccc(N)cc2c1Nc1cccc(Br)c1, C1CCOC1, c1ccncc1. Yields the product CCN1CCN(CC#CC(=O)Nc2ccc3ncc(C#N)c(Nc4cccc(Br)c4)c3c2)CC1. RXN SMILES: [CH2:9]([CH3:10])[N:11]1[CH2:12][CH2:13][N:14]([CH2:17][C:18]#[C:19][C:20](=[O:21])[OH:22])[CH2:15][CH2:16]1.[CH3:23][N:24]1[CH2:25][CH2:26][O:27][CH2:28][CH2:29]1.[Cl:1][C:2]([O:3][CH2:4][CH:5]([CH3:6])[CH3:7])=[O:8].[NH2:30][c:31]1[cH:32][c:33]2[c:34]([NH:43][c:44]3[cH:45][c:46]([Br:50])[cH:47][cH:48][cH:49]3)[c:35]([C:41]#[N:42])[cH:36][n:37][c:38]2[cH:39][cH:40]1.[O:51]1[CH2:52][CH2:53][CH2:54][CH2:55]1.[cH:56]1[cH:57][cH:58][n:59][cH:60][cH:61]1>>[CH2:9]([CH3:10])[N:11]1[CH2:12][CH2:13][N:14]([CH2:17][C:18]#[C:19][C:20](=[O:22])[NH:30][c:31]2[cH:32][c:33]3[c:34]([NH:43][c:44]4[cH:45][c:46]([Br:50])[cH:47][cH:48][cH:49]4)[c:35]([C:41]#[N:42])[cH:36][n:37][c:38]3[cH:39][cH:40]2)[CH2:15][CH2:16]1. The reactants are CC=1C=C(C=CC1CCCCN1N=NC=C1)O (3-methyl-4-(4-[1,2,3]triazol-1-yl-butyl)-phenol), C([O-])([O-])=O.[Cs+].[Cs+] (cesium carbonate), ClCC=1N=C(OC1)C=CC1=CC=C(C=C1)S(=O)(=O)C(F)(F)F (4-chloromethyl-2-[2-(4-trifluoromethanesulfonyl-phenyl)-vinyl]-oxazole), [I-].[K+] (potassium iodide). The solvent is CC(CC)=O (butanone). Conditions: temperature 60 celsius, time 30 minute. The product is CC1=C(C=CC(=C1)OCC=1N=C(OC1)C=CC1=CC=C(C=C1)S(=O)(=O)C(F)(F)F)CCCCN1N=NC=C1 (1-[4-(2-Methyl-4-{2-[2-(4-trifluoromethanesulfonyl-phenyl)-vinyl]-oxazol-4-ylmethoxy}-phenyl)-butyl]-1H-[1,2,3]triazole). RXN SMILES: [CH3:1][C:2]1[CH:3]=[C:4]([OH:17])[CH:5]=[CH:6][C:7]=1[CH2:8][CH2:9][CH2:10][CH2:11][N:12]1[CH:16]=[CH:15][N:14]=[N:13]1.C(=O)([O-])[O-].[Cs+].[Cs+].Cl[CH2:25][C:26]1[N:27]=[C:28]([CH:31]=[CH:32][C:33]2[CH:38]=[CH:37][C:36]([S:39]([C:42]([F:45])([F:44])[F:43])(=[O:41])=[O:40])=[CH:35][CH:34]=2)[O:29][CH:30]=1.[I-].[K+]>CC(=O)CC>[CH3:1][C:2]1[CH:3]=[C:4]([O:17][CH2:25][C:26]2[N:27]=[C:28]([CH:31]=[CH:32][C:33]3[CH:34]=[CH:35][C:36]([S:39]([C:42]([F:45])([F:43])[F:44])(=[O:41])=[O:40])=[CH:37][CH:38]=3)[O:29][CH:30]=2)[CH:5]=[CH:6][C:7]=1[CH2:8][CH2:9][CH2:10][CH2:11][N:12]1[CH:16]=[CH:15][N:14]=[N:13]1 |f:1.2.3,5.6|. Procedure details: A mixture of 132 mg (0.57 mmol) 3-methyl-4-(4-[1,2,3]triazol-1-yl-butyl)-phenol and 186 mg (0.57 mmol) cesium carbonate in 10 ml butanone was stirred at 60° C. for 30 min, then 200 mg (0.57 mmol) 4-chloromethyl-2-[2-(4-trifluoromethanesulfonyl-phenyl)-vinyl]-oxazole and 95 mg (0.57 mmol) potassium iodide were added and stirring at 60° C. continued over night. After evaporation, 50 ml water was added and the mixture extracted with two portions of 50 ml ethyl acetate. The combined organic layers w... The reactants are C(=O)(O)[O-].[Na+] (NaHCO3), O=C1C=CC=2C=CC(=NC2N1CC=O)C#N (7-oxo-8-(2-oxoethyl)-7,8-dihydro-1,8-naphthyridine-2-carbonitrile), O1CCOC=2C=NC(=CC21)CN(C(OC(C)(C)C)=O)C2CCNCC2 (1,1-dimethylethyl (2,3-dihydro[1,4]dioxino[2,3-c]pyridin-7-ylmethyl)-4-piperidinylcarbamate), [BH-](OC(=O)C)(OC(=O)C)OC(=O)C.[Na+] (NaBH(OAc)3). Solvent: CO (MeOH), C(Cl)(Cl)Cl (chloroform). Product: C(#N)C1=CC=C2C=CC(N(C2=N1)CCN1CCC(CC1)N(C(OC(C)(C)C)=O)CC1=CC2=C(C=N1)OCCO2)=O (1,1-Dimethylethyl {1-[2-(7-cyano-2-oxo-1,8-naphthyridin-1(2H)-yl)ethyl]-4-piperidinyl}(2,3-dihydro[1,4]dioxino[2,3-c]pyridin-7-ylmethyl)carbamate). Isolated yield 73.0%. RXN SMILES: [O:1]=[C:2]1[N:11]([CH2:12][CH:13]=O)[C:10]2[N:9]=[C:8]([C:15]#[N:16])[CH:7]=[CH:6][C:5]=2[CH:4]=[CH:3]1.[O:17]1[C:26]2[CH:25]=[C:24]([CH2:27][N:28]([CH:36]3[CH2:41][CH2:40][NH:39][CH2:38][CH2:37]3)[C:29](=[O:35])[O:30][C:31]([CH3:34])([CH3:33])[CH3:32])[N:23]=[CH:22][C:21]=2[O:20][CH2:19][CH2:18]1.[BH-](OC(C)=O)(OC(C)=O)OC(C)=O.[Na+].C([O-])(O)=O.[Na+]>C(Cl)(Cl)Cl.CO>[C:15]([C:8]1[N:9]=[C:10]2[C:5]([CH:4]=[CH:3][C:2](=[O:1])[N:11]2[CH2:12][CH2:13][N:39]2[CH2:38][CH2:37][CH:36]([N:28]([CH2:27][C:24]3[N:23]=[CH:22][C:21]4[O:20][CH2:19][CH2:18][O:17][C:26]=4[CH:25]=3)[C:29](=[O:35])[O:30][C:31]([CH3:33])([CH3:34])[CH3:32])[CH2:41][CH2:40]2)=[CH:6][CH:7]=1)#[N:16] |f:2.3,4.5|. Reported procedure: A mixture of 7-oxo-8-(2-oxoethyl)-7,8-dihydro-1,8-naphthyridine-2-carbonitrile (329 mg, 1.545 mmol) and 1,1-dimethylethyl (2,3-dihydro[1,4]dioxino[2,3-c]pyridin-7-ylmethyl)-4-piperidinylcarbamate (for a synthesis see WO2004/058144 Example 99(h)) (539 mg, 1.545 mmol) in chloroform (15 ml) and MeOH (1 ml) was stirred for 2 h before addition of NaBH(OAc)3 (982 mg, 4.635 mmol). The reaction was stirred for 0.5 h before addition of sat. aq NaHCO3 (50 ml). The reaction was then extracted with 20% MeOH... Reactants: ClC(C(=O)C1=CC=C2CN(C3=C(CN21)C=CC=C3)C(=O)C3=CC(=C(C=C3)C3=C(C=CC=C3)C)OC)(Cl)Cl (2,2,2-Trichloro-1-{10-[(2-methoxy-2′-methyl-1,1′-biphenyl-4-yl)carbonyl]-10,11-dihydro-5H-pyrrolo[2,1-c][1,4]benzodiazepin-3-yl}ethanone), ClC1=CC=C(C=C1)CCN (2-(4-chlorophenyl)-ethylamine). The product is ClC1=CC=C(C=C1)CCNC(=O)C1=CC=C2CN(C3=C(CN21)C=CC=C3)C(=O)C3=CC(=C(C=C3)C3=C(C=CC=C3)C)OC (N-[2-(4-CHLOROPHENYL)ETHYL]-10-[(2-METHOXY-2′-METHYL-1,1′-BIPHENYL-4-YL)CARBONYL]-10,11-DIHYDRO-5H-PYRROLO[2,1-C][1,4]BENZODIAZEPINE-3-CARBOXAMIDE). Reaction SMILES: ClC(Cl)(Cl)[C:3]([C:5]1[N:14]2[C:8]([CH2:9][N:10]([C:19]([C:21]3[CH:26]=[CH:25][C:24]([C:27]4[CH:32]=[CH:31][CH:30]=[CH:29][C:28]=4[CH3:33])=[C:23]([O:34][CH3:35])[CH:22]=3)=[O:20])[C:11]3[CH:18]=[CH:17][CH:16]=[CH:15][C:12]=3[CH2:13]2)=[CH:7][CH:6]=1)=[O:4].[Cl:38][C:39]1[CH:44]=[CH:43][C:42]([CH2:45][CH2:46][NH2:47])=[CH:41][CH:40]=1>>[Cl:38][C:39]1[CH:44]=[CH:43][C:42]([CH2:45][CH2:46][NH:47][C:3]([C:5]2[N:14]3[C:8]([CH2:9][N:10]([C:19]([C:21]4[CH:26]=[CH:25][C:24]([C:27]5[CH:32]=[CH:31][CH:30]=[CH:29][C:28]=5[CH3:33])=[C:23]([O:34][CH3:35])[CH:22]=4)=[O:20])[C:11]4[CH:18]=[CH:17][CH:16]=[CH:15][C:12]=4[CH2:13]3)=[CH:7][CH:6]=2)=[O:4])=[CH:41][CH:40]=1. Reported procedure: The title compound was prepared in the manner of Example 36 from 2,2,2-trichloro-1-{10-[(2-methoxy-2′-methyl-1,1′-biphenyl-4-yl)carbonyl]-10,11-dihydro-5H-pyrrolo[2,1-c][1,4]benzodiazepin-3-yl}ethanone of Example 35 and 2-(4-chlorophenyl)-ethylamine. Purification was performed using HPLC with a normal phase column. Elution with a mixture of etoxynonafluorobutane and methanol gave the title compound in 61% yield, m.p. 195-196° C. MS [(+)ESI, m/z]: 590.20 [M+H]+ Starting materials: C=C1CCCN(C(=O)OC(C)(C)C)C1, ON=Cc1ccccc1, [O-]Cl, ClCCl, [Na+]. Product: CC(C)(C)OC(=O)N1CCCC2(CC(c3ccccc3)=NO2)C1. Reaction SMILES: [CH2:4]=[C:5]1[CH2:6][N:7]([C:11](=[O:12])[O:13][C:14]([CH3:15])([CH3:16])[CH3:17])[CH2:8][CH2:9][CH2:10]1.[CH:18]([c:19]1[cH:20][cH:21][cH:22][cH:23][cH:24]1)=[N:25][OH:26].[Cl:1][O-:2].[Cl:27][CH2:28][Cl:29].[Na+:3]>>[CH2:4]1[C:5]2([CH2:6][N:7]([C:11](=[O:12])[O:13][C:14]([CH3:15])([CH3:16])[CH3:17])[CH2:8][CH2:9][CH2:10]2)[O:26][N:25]=[C:18]1[c:19]1[cH:20][cH:21][cH:22][cH:23][cH:24]1.